Dataset: the Open Reaction Database (ORD), a public repository of structured organic reaction records. Task: describe an organic reaction: reactants, conditions, products, and yield Starting materials: ice water, ClCCCN1C2C(CCC1)OCCC2 (5-(3-chloropropyl)octahydro-2H-pyrano[3,2-b]pyridine), C(=O)([O-])[O-].[K+].[K+] (K2CO3), ClC=1C=C(C=CC1F)NC1=NC=NC2=CC(=C(C=C12)O)OC (4-((3-chloro-4-fluorophenyl)amino)-7-methoxyquinazolin-6-ol). The solvent is CN(C)C=O (DMF). Conditions: temperature 80 celsius, time 7 hour. Yields the product ClC=1C=C(C=CC1F)NC1=NC=NC2=CC(=C(C=C12)OCCCN1C2C(CCC1)OCCC2)OC (N-(3-chloro-4-fluorophenyl)-6-(3-(hexahydro-2H-pyrano[3,2-b]pyridin-5(3H)-yl)propoxy)-7-methoxyquinazolin-4-amine). Isolated yield 23.4%. Reaction SMILES: Cl[CH2:2][CH2:3][CH2:4][N:5]1[CH2:10][CH2:9][CH2:8][CH:7]2[O:11][CH2:12][CH2:13][CH2:14][CH:6]12.C([O-])([O-])=O.[K+].[K+].[Cl:21][C:22]1[CH:23]=[C:24]([NH:29][C:30]2[C:39]3[C:34](=[CH:35][C:36]([O:41][CH3:42])=[C:37]([OH:40])[CH:38]=3)[N:33]=[CH:32][N:31]=2)[CH:25]=[CH:26][C:27]=1[F:28]>CN(C=O)C>[Cl:21][C:22]1[CH:23]=[C:24]([NH:29][C:30]2[C:39]3[C:34](=[CH:35][C:36]([O:41][CH3:42])=[C:37]([O:40][CH2:2][CH2:3][CH2:4][N:5]4[CH2:10][CH2:9][CH2:8][CH:7]5[O:11][CH2:12][CH2:13][CH2:14][CH:6]45)[CH:38]=3)[N:33]=[CH:32][N:31]=2)[CH:25]=[CH:26][C:27]=1[F:28] |f:1.2.3|. Reported procedure: A mixture of 5-(3-chloropropyl)octahydro-2H-pyrano[3,2-b]pyridine (0.23 g), K2CO3 (0.26 g) and 4-((3-chloro-4-fluorophenyl)amino)-7-methoxyquinazolin-6-ol (0.30 g) in 20 mL of DMF was stirred at 80° C. for 7 h and cooled to rt. To this, 50 mL of ice-water was added and the mixture was extracted with CH2Cl2 (50 mL×3). The combined organic phases were dried over anhydrous Na2SO4 and filtered. The filtrate was concentrated in vacuo and the residue was chromatographed with a silica gel column elutin... The reactants are CCCCCC, CI, Cn1ccc(-c2ccc(C(=O)c3cccc4c3Nc3ncccc3CN4)c(Cl)c2)n1, [H-], [Na+], C1CCOC1. The product is CC1Nc2cccc(C(=O)c3ccc(-c4ccn(C)n4)cc3Cl)c2Nc2ncccc21. Reaction SMILES: [CH3:31][CH2:32][CH2:33][CH2:34][CH2:35][CH3:36].[CH3:39][I:40].[Cl:1][c:2]1[c:3]([C:14](=[O:15])[c:16]2[cH:17][cH:18][cH:19][c:20]3[c:26]2[NH:25][c:24]2[c:23]([cH:30][cH:29][cH:28][n:27]2)[CH2:22][NH:21]3)[cH:4][cH:5][c:6](-[c:8]2[n:9][n:10]([CH3:13])[cH:11][cH:12]2)[cH:7]1.[H-:37].[Na+:38].[O:41]1[CH2:42][CH2:43][CH2:44][CH2:45]1>>[Cl:1][c:2]1[c:3]([C:14](=[O:15])[c:16]2[cH:17][cH:18][cH:19][c:20]3[c:26]2[NH:25][c:24]2[c:23]([cH:30][cH:29][cH:28][n:27]2)[CH:22]([CH3:31])[NH:21]3)[cH:4][cH:5][c:6](-[c:8]2[n:9][n:10]([CH3:13])[cH:11][cH:12]2)[cH:7]1. Starting materials: F[B-](F)(F)F, CCN(C(C)C)C(C)C, ClCCl, Cl, O=C(O)c1cc(C2CCCN2c2cc(F)cc(F)c2)c2oc(N3CCOCC3)cc(=O)c2c1, O=S1CCNCC1, CN(C)C(On1nnc2ccccc21)=[N+](C)C. Yields the product O=C(c1cc(C2CCCN2c2cc(F)cc(F)c2)c2oc(N3CCOCC3)cc(=O)c2c1)N1CCS(=O)CC1. RXN SMILES: [B-:1]([F:2])([F:3])([F:4])[F:5].[CH:56]([N:57]([CH2:58][CH3:59])[CH:60]([CH3:61])[CH3:62])([CH3:63])[CH3:64].[Cl:73][CH2:74][Cl:75].[ClH:65].[F:23][c:24]1[cH:25][c:26]([N:31]2[CH:32]([c:36]3[cH:37][c:38]([C:53](=[O:54])[OH:55])[cH:39][c:40]4[c:41](=[O:52])[cH:42][c:43]([N:46]5[CH2:47][CH2:48][O:49][CH2:50][CH2:51]5)[o:44][c:45]34)[CH2:33][CH2:34][CH2:35]2)[cH:27][c:28]([F:30])[cH:29]1.[S:66]1(=[O:72])[CH2:67][CH2:68][NH:69][CH2:70][CH2:71]1.[n:6]1([O:7][C:8]([N:9]([CH3:10])[CH3:11])=[N+:12]([CH3:13])[CH3:14])[c:15]2[cH:16][cH:17][cH:18][cH:19][c:20]2[n:21][n:22]1>>[F:23][c:24]1[cH:25][c:26]([N:31]2[CH:32]([c:36]3[cH:37][c:38]([C:53](=[O:54])[N:69]4[CH2:68][CH2:67][S:66](=[O:72])[CH2:71][CH2:70]4)[cH:39][c:40]4[c:41](=[O:52])[cH:42][c:43]([N:46]5[CH2:47][CH2:48][O:49][CH2:50][CH2:51]5)[o:44][c:45]34)[CH2:33][CH2:34][CH2:35]2)[cH:27][c:28]([F:30])[cH:29]1. Starting materials: NC1CC1, CC(c1ccc(-c2cnc(C(=O)O)nc2)cc1)N1CCC(CC(C)(C)O)(C(C)C)OC1=O. Yields the product CC(c1ccc(-c2cnc(C(=O)NC3CC3)nc2)cc1)N1CCC(CC(C)(C)O)(C(C)C)OC1=O. Reaction SMILES: [CH:33]1([NH2:36])[CH2:34][CH2:35]1.[OH:1][C:2]([CH2:3][C:4]1([CH:28]([CH3:29])[CH3:30])[CH2:5][CH2:6][N:7]([CH:11]([CH3:12])[c:13]2[cH:14][cH:15][c:16](-[c:19]3[cH:20][n:21][c:22]([C:25](=[O:26])[OH:27])[n:23][cH:24]3)[cH:17][cH:18]2)[C:8](=[O:10])[O:9]1)([CH3:31])[CH3:32]>>[OH:1][C:2]([CH2:3][C:4]1([CH:28]([CH3:29])[CH3:30])[CH2:5][CH2:6][N:7]([CH:11]([CH3:12])[c:13]2[cH:14][cH:15][c:16](-[c:19]3[cH:20][n:21][c:22]([C:25](=[O:26])[NH:36][CH:33]4[CH2:34][CH2:35]4)[n:23][cH:24]3)[cH:17][cH:18]2)[C:8](=[O:10])[O:9]1)([CH3:31])[CH3:32]. Reactants: ClCCl, O=C(O)C(F)(F)F, CC(C)(C)OC(=O)Nc1nc(CSc2ccc(Cl)cc2NS(=O)(=O)c2cc3ccccc3o2)cs1. The product is Nc1nc(CSc2ccc(Cl)cc2NS(=O)(=O)c2cc3ccccc3o2)cs1. RXN SMILES: [Cl:43][CH2:44][Cl:45].[F:36][C:37]([F:38])([F:39])[C:40]([OH:41])=[O:42].[o:1]1[c:2]([S:10](=[O:11])(=[O:12])[NH:13][c:14]2[c:15]([S:21][CH2:22][c:23]3[n:24][c:25]([NH:28][C:29](=[O:30])[O:31][C:32]([CH3:33])([CH3:34])[CH3:35])[s:26][cH:27]3)[cH:16][cH:17][c:18]([Cl:20])[cH:19]2)[cH:3][c:4]2[c:5]1[cH:6][cH:7][cH:8][cH:9]2>>[o:1]1[c:2]([S:10](=[O:11])(=[O:12])[NH:13][c:14]2[c:15]([S:21][CH2:22][c:23]3[n:24][c:25]([NH2:28])[s:26][cH:27]3)[cH:16][cH:17][c:18]([Cl:20])[cH:19]2)[cH:3][c:4]2[c:5]1[cH:6][cH:7][cH:8][cH:9]2.